From a dataset of the Open Reaction Database (ORD), a public repository of structured organic reaction records. describe an organic reaction: reactants, conditions, products, and yield The reactants are C(C1=CC=CC=C1)OC(=O)NC1=CC=C(OCC(=O)O)C=C1 (4-(benzyloxycarbonylamino)phenoxyacetic acid), solution, Cl (hydrogen chloride), Cl.N[C@@H](CC(N)=O)C(=O)N[C@H]([C@@H](C(=O)N1[C@H](C(=O)NC(C)(C)C)CCC1)O)CC1=CC=CC=C1 (1-[(2S,3S)-3-(L-asparaginylamino)-2-hydroxy-4-phenylbutyryl]-N-t-butyl-L-prolinamide hydrochloride), C(C)(C)(C)OC(=O)N[C@@H](CC(N)=O)C(=O)N[C@H]([C@@H](C(=O)N1[C@H](C(=O)NC(C)(C)C)CCC1)O)CC1=CC=CC=C1 (1-[(2S,3S)-3-(N2 -t-butoxycarbonyl-L-asparaginyl)amino-2-hydroxy-4-phenylbutyryl]-N-t-butyl-L-prolinamide). Solvent: O1CCOCC1 (dioxane). Yields the product C(C1=CC=CC=C1)OC(=O)NC1=CC=C(OCC(=O)N[C@@H](CC(N)=O)C(=O)N[C@H]([C@@H](C(=O)N2[C@H](C(=O)NC(C)(C)C)CCC2)O)CC2=CC=CC=C2)C=C1 (1-[(2S,3S)-3-{N2 -[4-(Benzyloxycarbonylamino)phenoxyacetyl]-L-asparaginyl}amino-2-hydroxy-4-phenylbutyryl]-N-t-butyl-L-prolinamide). The yield is 73.4%. As a reaction SMILES: [CH2:1]([O:8][C:9]([NH:11][C:12]1[CH:22]=[CH:21][C:15]([O:16][CH2:17][C:18]([OH:20])=O)=[CH:14][CH:13]=1)=[O:10])[C:2]1[CH:7]=[CH:6][CH:5]=[CH:4][CH:3]=1.Cl.[NH2:24][C@H:25]([C:30]([NH:32][C@@H:33]([CH2:50][C:51]1[CH:56]=[CH:55][CH:54]=[CH:53][CH:52]=1)[C@H:34]([OH:49])[C:35]([N:37]1[CH2:48][CH2:47][CH2:46][C@H:38]1[C:39]([NH:41][C:42]([CH3:45])([CH3:44])[CH3:43])=[O:40])=[O:36])=[O:31])[CH2:26][C:27](=[O:29])[NH2:28].C(OC(N[C@H](C(N[C@@H](CC1C=CC=CC=1)[C@H](O)C(N1CCC[C@H]1C(NC(C)(C)C)=O)=O)=O)CC(=O)N)=O)(C)(C)C.Cl>O1CCOCC1>[CH2:1]([O:8][C:9]([NH:11][C:12]1[CH:13]=[CH:14][C:15]([O:16][CH2:17][C:18]([NH:24][C@H:25]([C:30]([NH:32][C@@H:33]([CH2:50][C:51]2[CH:56]=[CH:55][CH:54]=[CH:53][CH:52]=2)[C@H:34]([OH:49])[C:35]([N:37]2[CH2:48][CH2:47][CH2:46][C@H:38]2[C:39]([NH:41][C:42]([CH3:45])([CH3:44])[CH3:43])=[O:40])=[O:36])=[O:31])[CH2:26][C:27](=[O:29])[NH2:28])=[O:20])=[CH:21][CH:22]=1)=[O:10])[C:2]1[CH:3]=[CH:4][CH:5]=[CH:6][CH:7]=1 |f:1.2|. Procedure details: Following a procedure similar to that described in Example 14, but using 99.8 mg (0.33 mmol) of 4-(benzyloxycarbonylamino)phenoxyacetic acid (prepared as described in Preparation 15) and 150 mg (0.30 mmol) of 1-[(2S,3S)-3-(L-asparaginylamino)-2-hydroxy-4-phenylbutyryl]-N-t-butyl-L-prolinamide hydrochloride {prepared by treating 1-[(2S,3S)-3-(N2 -t-butoxycarbonyl-L-asparaginyl)amino-2-hydroxy-4-phenylbutyryl]-N-t-butyl-L-prolinamide, the compound prepared as described in Example 15, with a 4N sol... Yields the product Clc1ccc(-c2onc3c(CBr)cccc23)c(Cl)c1. Starting materials: O=C1CCC(=O)N1Br, O=C(OOC(=O)c1ccccc1)c1ccccc1, ClC(Cl)(Cl)Cl, Cc1cccc2c(-c3ccc(Cl)cc3Cl)onc12. RXN SMILES: [Br:19][N:20]1[C:21](=[O:22])[CH2:23][CH2:24][C:25]1=[O:26].[C:27]([O:28][O:29][C:30](=[O:31])[c:32]1[cH:33][cH:34][cH:35][cH:36][cH:37]1)(=[O:38])[c:39]1[cH:40][cH:41][cH:42][cH:43][cH:44]1.[C:45]([Cl:46])([Cl:47])([Cl:48])[Cl:49].[Cl:1][c:2]1[c:3](-[c:9]2[o:10][n:11][c:12]3[c:13]2[cH:14][cH:15][cH:16][c:17]3[CH3:18])[cH:4][cH:5][c:6]([Cl:8])[cH:7]1>>[Cl:1][c:2]1[c:3](-[c:9]2[o:10][n:11][c:12]3[c:13]2[cH:14][cH:15][cH:16][c:17]3[CH2:18][Br:19])[cH:4][cH:5][c:6]([Cl:8])[cH:7]1. Starting materials: O1C(CCCC1)O[C@H]1C[C@@H](CC2=CC[C@H]3[C@@H]4CC[C@H]([C@@H](CCC(C(C)(C)OC(C)OCC)(F)F)C)[C@]4(CC[C@@H]3[C@@]12C)C)OC1OCCCC1 ([1α,3β]-1,3-bis[(tetrahydro-2H-pyran-2-yl)oxy]-25-(1-ethoxyethoxy)-24,24-difluorocholest-5-ene), O.C1(=CC=C(C=C1)S(=O)(=O)O)C (p-toluenesulfonic acid monohydrate). Solvent: CO (methanol). Conditions: temperature 25 celsius, time 4 hour. The product is FC(C(C)(C)O)(CC[C@@H](C)[C@H]1CC[C@H]2[C@@H]3CC=C4C[C@H](C[C@@H]([C@]4(C)[C@H]3CC[C@]12C)O)O)F ([1α,3β]-24,24-difluorocholest-5-en-1,3,25-triol). Reaction SMILES: O1CCCCC1[O:7][C@@H:8]1[C@@:40]2([CH3:41])[C:12](=[CH:13][CH2:14][C@@H:15]3[C@@H:39]2[CH2:38][CH2:37][C@@:36]2([CH3:42])[C@H:16]3[CH2:17][CH2:18][C@@H:19]2[C@H:20]([CH3:35])[CH2:21][CH2:22][C:23]([F:34])([F:33])[C:24]([O:27]C(OCC)C)([CH3:26])[CH3:25])[CH2:11][C@@H:10]([O:43]C2CCCCO2)[CH2:9]1.O.C1(C)C=CC(S(O)(=O)=O)=CC=1>CO>[F:33][C:23]([F:34])([CH2:22][CH2:21][C@H:20]([C@@H:19]1[C@:36]2([CH3:42])[C@H:16]([C@H:15]3[C@H:39]([CH2:38][CH2:37]2)[C@:40]2([CH3:41])[C:12]([CH2:11][C@@H:10]([OH:43])[CH2:9][C@@H:8]2[OH:7])=[CH:13][CH2:14]3)[CH2:17][CH2:18]1)[CH3:35])[C:24]([OH:27])([CH3:25])[CH3:26] |f:1.2|. Procedure details: A mixture of 1.87 g (0.0027 mol) of [1α,3β]-1,3-bis[(tetrahydro-2H-pyran-2-yl)oxy]-25-(1-ethoxyethoxy)-24,24-difluorocholest-5-ene, 70 mL of methanol and 0.30 g of p-toluenesulfonic acid monohydrate was stirred at 25° C. for 4 hr. The mixture was quenched by adding 1.0 g of sodium bicarbonate and stirring for 0.5 hr. The mixture was then evaporated to dryness. The residue was triturated with ethyl acetate, filtered, and evaporated to dryness. The crude solid was recrystallized from ethyl acetate...